Dataset: the Open Reaction Database (ORD), a public repository of structured organic reaction records. Task: describe an organic reaction: reactants, conditions, products, and yield Starting materials: NC1=C(C=CC=C1C(F)(F)F)C(=O)C1=CC(=CC=C1)O ([2-amino-3-(trifluoromethyl)phenyl]-(3-hydroxy-phenyl)methanone), FC(C=1C=C(C=CC1)CC=O)(F)F ((3-Trifluoromethyl-phenyl)-acetaldehyde). The product is FC(C=1C=CC=C2C(=C(C=NC12)C1=CC(=CC=C1)C(F)(F)F)C=1C=C(C=CC1)O)(F)F (3-{8-(TRIFLUOROMETHYL)-3-[3-(TRIFLUOROMETHYL)PHENYL]QUINOLIN-4-Yl}PHENOL). Reaction SMILES: [NH2:1][C:2]1[C:7]([C:8]([F:11])([F:10])[F:9])=[CH:6][CH:5]=[CH:4][C:3]=1[C:12]([C:14]1[CH:19]=[CH:18][CH:17]=[C:16]([OH:20])[CH:15]=1)=O.[F:21][C:22]([F:33])([F:32])[C:23]1[CH:24]=[C:25]([CH2:29][CH:30]=O)[CH:26]=[CH:27][CH:28]=1>>[F:9][C:8]([F:11])([F:10])[C:7]1[CH:6]=[CH:5][CH:4]=[C:3]2[C:2]=1[N:1]=[CH:30][C:29]([C:25]1[CH:26]=[CH:27][CH:28]=[C:23]([C:22]([F:21])([F:32])[F:33])[CH:24]=1)=[C:12]2[C:14]1[CH:15]=[C:16]([OH:20])[CH:17]=[CH:18][CH:19]=1. Procedure details: The title compound was prepared from [2-amino-3-(trifluoromethyl)phenyl]-(3-hydroxy-phenyl)methanone and (3-Trifluoromethyl-phenyl)-acetaldehyde following the procedure of Example 457: HRMS: calcd for C23H13F6NO+H+, 434.09741; found (ESI, [M+H]+), 434.0993. Starting materials: CO, [Na+], [OH-], COC(=O)CCCCCCCCn1cc(-c2ccccc2)c(-c2ccccc2)c1. Yields the product O=C(O)CCCCCCCCn1cc(-c2ccccc2)c(-c2ccccc2)c1. RXN SMILES: [CH3:32][OH:33].[Na+:31].[OH-:30].[c:1]1(-[c:7]2[cH:8][n:9]([CH2:18][CH2:19][CH2:20][CH2:21][CH2:22][CH2:23][CH2:24][CH2:25][C:26](=[O:27])[O:28][CH3:29])[cH:10][c:11]2-[c:12]2[cH:13][cH:14][cH:15][cH:16][cH:17]2)[cH:2][cH:3][cH:4][cH:5][cH:6]1>>[c:1]1(-[c:7]2[cH:8][n:9]([CH2:18][CH2:19][CH2:20][CH2:21][CH2:22][CH2:23][CH2:24][CH2:25][C:26](=[O:27])[OH:28])[cH:10][c:11]2-[c:12]2[cH:13][cH:14][cH:15][cH:16][cH:17]2)[cH:2][cH:3][cH:4][cH:5][cH:6]1. Starting materials: NC1=C(C=C(C=C1)Cl)O (2-Amino-5-chlorophenol), C(C)(C)(C)[Si](C1=CC=CC=C1)(C1=CC=CC=C1)Cl (tert-butylchlorodiphenylsilane), N1C=NC=C1 (imidazole). Solvent: C1CCOC1 (THF). The product is C(C)(C)(C)[Si](OC1=C(C=CC(=C1)Cl)N)(C1=CC=CC=C1)C1=CC=CC=C1 (2-(tert-butyl-diphenyl-silanyloxy)-4-chloro-phenylamine). Isolated yield 31.1%. RXN SMILES: [NH2:1][C:2]1[CH:7]=[CH:6][C:5]([Cl:8])=[CH:4][C:3]=1[OH:9].[C:10]([Si:14](Cl)([C:21]1[CH:26]=[CH:25][CH:24]=[CH:23][CH:22]=1)[C:15]1[CH:20]=[CH:19][CH:18]=[CH:17][CH:16]=1)([CH3:13])([CH3:12])[CH3:11].N1C=CN=C1>C1COCC1>[C:10]([Si:14]([C:21]1[CH:26]=[CH:25][CH:24]=[CH:23][CH:22]=1)([C:15]1[CH:16]=[CH:17][CH:18]=[CH:19][CH:20]=1)[O:9][C:3]1[CH:4]=[C:5]([Cl:8])[CH:6]=[CH:7][C:2]=1[NH2:1])([CH3:13])([CH3:11])[CH3:12]. Procedure: 2-Amino-5-chlorophenol (0.949 g, 6.61 mmol), tert-butylchlorodiphenylsilane (2.50 mL, 9.61 mmol), and imidazole (1.335 g, 19.6 mmol) were dissolved in THF (50 mL). Several days later, the reaction mixture was concentrated to give an oil which was purified by SiO2 column chromatography (eluent: 45% dichloromethane/55% hexanes). The product was dried ill vacuo to afford 2-(tert-butyl-diphenyl-silanyloxy)-4-chloro-phenylamine as a yellow oil (784.2 mg, 31%). 1H NMR (400 MHz, DMSO-d6) δ: 7.72-7.64 (... Starting materials: C(C)(C)(C)OC(CSC1=C(C=C(C=C1)OC(C)C=1C(=NC(=CC1)C1=CC=C(C=C1)C(F)(F)F)C)C)=O ([rac]-(2-methyl-4-{1-[2-methyl-6-(4-trifluoromethyl-phenyl)-pyridin-3-yl]-ethoxy}-phenylsulfanyl)-acetic acid tert-butyl ester), [OH-].[Na+] (NaOH), ice AcOEt HCl. Run in C1CCOC1.CCO (THF EtOH). Conditions: time 5 hour. Yields the product CC1=C(C=CC(=C1)OC(C)C=1C(=NC(=CC1)C1=CC=C(C=C1)C(F)(F)F)C)SCC(=O)O ([rac]-(2-Methyl-4-{1-[2-methyl-6-(4-trifluoromethyl-phenyl)-pyridin-3-yl]-ethoxy}-phenylsulfanyl)-acetic acid). As a reaction SMILES: C([O:5][C:6](=[O:36])[CH2:7][S:8][C:9]1[CH:14]=[CH:13][C:12]([O:15][CH:16]([C:18]2[C:19]([CH3:34])=[N:20][C:21]([C:24]3[CH:29]=[CH:28][C:27]([C:30]([F:33])([F:32])[F:31])=[CH:26][CH:25]=3)=[CH:22][CH:23]=2)[CH3:17])=[CH:11][C:10]=1[CH3:35])(C)(C)C.[OH-].[Na+]>C1COCC1.CCO>[CH3:35][C:10]1[CH:11]=[C:12]([O:15][CH:16]([C:18]2[C:19]([CH3:34])=[N:20][C:21]([C:24]3[CH:29]=[CH:28][C:27]([C:30]([F:33])([F:31])[F:32])=[CH:26][CH:25]=3)=[CH:22][CH:23]=2)[CH3:17])[CH:13]=[CH:14][C:9]=1[S:8][CH2:7][C:6]([OH:36])=[O:5] |f:1.2,3.4|. Reported procedure: 0.143 g (0.28 mmol) of the above prepared [rac]-(2-methyl-4-{1-[2-methyl-6-(4-trifluoromethyl-phenyl)-pyridin-3-yl]-ethoxy}-phenylsulfanyl)-acetic acid tert-butyl ester was dissolved in 2.75 ml of THF/EtOH=1/1, treated with 1.38 ml (3 eq.) of 1N NaOH and kept at ambient temperature for 5 h. The reaction mixture was then poured onto crashed ice/AcOEt/HCl dil., the organic layer was washed with water, dried over sodium sulfate, and evaporated to dryness to leave, since recrystallisation from AcOEt... The reactants are C(CCC)[Li] (n-Butyllithium), BrC1=CC=C(C=C1)C(C)NC(OC(C)(C)C)=O (tert-Butyl 1-(4-bromophenyl)ethylcarbamate), C(C)N(C(C(F)(F)F)=O)CC (diethyl trifluoroacetamide). Solvent: C1CCOC1 (THF), C1CCOC1 (THF). Conditions: temperature -78 celsius, time 3 hour. The product is FC(C(=O)C1=CC=C(C=C1)C(C)NC(OC(C)(C)C)=O)(F)F (tert-Butyl 1-(4-(2,2,2-trifluoroacetyl)phenyl)ethylcarbamate). The yield is 45.9%. As a reaction SMILES: Br[C:2]1[CH:7]=[CH:6][C:5]([CH:8]([NH:10][C:11](=[O:17])[O:12][C:13]([CH3:16])([CH3:15])[CH3:14])[CH3:9])=[CH:4][CH:3]=1.C([Li])CCC.C(N(CC)[C:26](=[O:31])[C:27]([F:30])([F:29])[F:28])C>C1COCC1>[F:28][C:27]([F:30])([F:29])[C:26]([C:2]1[CH:7]=[CH:6][C:5]([CH:8]([NH:10][C:11](=[O:17])[O:12][C:13]([CH3:16])([CH3:15])[CH3:14])[CH3:9])=[CH:4][CH:3]=1)=[O:31]. Procedure details: tert-Butyl 1-(4-bromophenyl)ethylcarbamate (6.35 g, 21.2 mmol) was dissolved in dry THF (100 ml) and cooled to −78° C. under an atmosphere of nitrogen. n-Butyllithium (21 ml, 52.9 mmol, 2.5M in hexanes) was added dropwise under 10 minutes and the reaction was stirred at −78° C. for 3 hours. A solution of diethyl trifluoroacetamide (5.0 g, 29.6 mmol) in 10 ml dry THF was added dropwise and the reaction was stirred 1.5 hours at −78° C. Reaction was quenched with NH4Cl (sat) (50 ml) and H2O (50 ml)... The reactants are P(Br)(Br)Br (phosphorus tribromide), O (Water), P(Br)(Br)Br (Phosphorus tribromide), C1(=CC=CC=C1)CCCCCO (5-phenylpentan-1-ol). Solvent: O1CCOCC1 (dioxane), C(C)(=O)OCC (ethyl acetate). Run at time 2 hour. The product is BrCCCCCC1=CC=CC=C1 (1-bromo-5-phenylpentane). The yield is 33.4%. RXN SMILES: P(Br)(Br)[Br:2].[C:5]1([CH2:11][CH2:12][CH2:13][CH2:14][CH2:15]O)[CH:10]=[CH:9][CH:8]=[CH:7][CH:6]=1.O>O1CCOCC1.C(OCC)(=O)C>[Br:2][CH2:15][CH2:14][CH2:13][CH2:12][CH2:11][C:5]1[CH:10]=[CH:9][CH:8]=[CH:7][CH:6]=1. Procedure details: Phosphorus tribromide (4.7 ml, 49.8 mmol) was added dropwise to a solution of 5-phenylpentan-1-ol (3 ml, 17.8 mmol) in dioxane (70 ml). The reaction mixture was stirred for 2 hours at room temperature. Another portion of phosphorus tribromide (4.7 m. 49.8 mmol) was added. The reaction mixture was stirred for 16 h at room temprature. It was cooled to 0° C. Water (60 ml) was added dropwise. The reaction mixture was diluted with ethyl acetate (100 ml). The phases were separated. The aqueous phase w... Reactants: O (water), BrCC=1C=C(C=CC1)CC(=O)O ((3-bromomethylphenyl) acetic acid), N12CCN(CC1)CC2 (1,4-diazabicyclo[2.2.2]octane), CS(=O)C (dimethyl sulfoxide), CS(=O)C (dimethyl sulfoxide). Conditions: time 1 hour. Yields the product [Br-].C(=O)(O)CC1=CC=C(C[N+]23CCN(CC2)CC3)C=C1 (1-(4-Carboxymethylbenzyl)-4-aza-1-azoniabicyclo[2.2.2]octane bromide). RXN SMILES: [Br:1]C[C:3]1[CH:4]=[C:5]([CH2:9][C:10]([OH:12])=[O:11])[CH:6]=[CH:7][CH:8]=1.[N:13]12[CH2:20][CH2:19][N:16]([CH2:17][CH2:18]1)[CH2:15][CH2:14]2.O.[CH3:22]S(C)=O>>[Br-:1].[C:10]([CH2:9][C:5]1[CH:4]=[CH:3][C:8]([CH2:22][N+:13]23[CH2:20][CH2:19][N:16]([CH2:17][CH2:18]2)[CH2:15][CH2:14]3)=[CH:7][CH:6]=1)([OH:12])=[O:11] |f:4.5|. Procedure details: At 70° C., 1.0 g of (3-bromomethylphenyl) acetic acid in 5 ml of dimethyl sulfoxide were added to a solution of 1.5 g of 1,4-diazabicyclo[2.2.2]octane in 10 ml of dimethyl sulfoxide. After 1 h, 100 ml of water were added and the mixture was freeze-dried. The residue was digested with acetone. The residue contained the product of molecular weight 261.35 (cation: C15H21N2O2+); MS (ESI) 261.1 (M+).